From a dataset of the Open Reaction Database (ORD), a public repository of structured organic reaction records. describe an organic reaction: reactants, conditions, products, and yield Starting materials: FC(C1=CC=C2N1C1=C(OC23CCN(CC3)C(=O)OC(C)(C)C)N=CC=C1)(F)F (tert-butyl 9′-(trifluoromethyl)spiro[piperidine-4,6′-pyrido[2,3-b]pyrrolo[1,2-d][1,4]oxazine]-1-carboxylate), C(=O)(C(F)(F)F)O (TFA). Solvent: C(Cl)Cl (CH2Cl2). Conditions: time 15 minute. Product: FC(C1=CC=C2N1C1=C(OC23CCNCC3)N=CC=C1)(F)F (9′-(trifluoromethyl)-spiro[piperidine-4,6′-pyrido[2,3-b]pyrrolo[1,2-d][1,4]oxazine]). Yield: 95.4%. Reaction SMILES: [F:1][C:2]([F:29])([F:28])[C:3]1[N:7]2[C:8]3[CH:27]=[CH:26][CH:25]=[N:24][C:9]=3[O:10][C:11]3([CH2:16][CH2:15][N:14](C(OC(C)(C)C)=O)[CH2:13][CH2:12]3)[C:6]2=[CH:5][CH:4]=1.C(O)(C(F)(F)F)=O>C(Cl)Cl>[F:28][C:2]([F:1])([F:29])[C:3]1[N:7]2[C:8]3[CH:27]=[CH:26][CH:25]=[N:24][C:9]=3[O:10][C:11]3([CH2:16][CH2:15][NH:14][CH2:13][CH2:12]3)[C:6]2=[CH:5][CH:4]=1. Procedure details: To a solution of tert-butyl 9′-(trifluoromethyl)spiro[piperidine-4,6′-pyrido[2,3-b]pyrrolo[1,2-d][1,4]oxazine]-1-carboxylate (83 mg, 0.20 mmol) in CH2Cl2 (3 mL) was added TFA (1.0 mL, 13 mmol) and the mixture was stirred at room temperature for 15 min before being evaporated to dryness. The residue was taken up in EtOAc and sat. aq. Na2CO3, the layers were separated, and aqueous layer was extracted with EtOAc (2×). The organics were combined, washed with sat. aq. Na2CO3, brine, dried (Na2SO4) an... Starting materials: Cc1ccccc1, CCOC(=O)Cc1cn(CC(=O)OCC)c2cccc(N)c12, O, Cc1ccc(S(=O)(=O)O)cc1. Yields the product CCOC(=O)Cn1cc2c3c(cccc31)NC(=O)C2. RXN SMILES: [CH3:35][c:36]1[cH:37][cH:38][cH:39][cH:40][cH:41]1.[NH2:1][c:2]1[c:3]2[c:4]([CH2:17][C:18]([O:20][CH2:19][CH3:21])=[O:22])[cH:5][n:6]([CH2:11][C:12](=[O:13])[O:14][CH2:15][CH3:16])[c:7]2[cH:8][cH:9][cH:10]1.[OH2:23].[c:24]1([CH3:25])[cH:26][cH:27][c:28]([S:29]([OH:30])(=[O:31])=[O:32])[cH:33][cH:34]1>>[NH:1]1[c:2]2[c:3]3[c:4]([cH:5][n:6]([CH2:11][C:12](=[O:13])[O:14][CH2:15][CH3:16])[c:7]3[cH:8][cH:9][cH:10]2)[CH2:17][C:18]1=[O:20]. Starting materials: CC#N, CC(C)(C)OC(=O)N1CCOC(c2ccc(NC(=O)Nc3cccc(C#N)c3)c(Cl)c2)C1, [Na+], [OH-], O, O=C(O)C(F)(F)F. The product is N#Cc1cccc(NC(=O)Nc2ccc(C3CNCCO3)cc2Cl)c1. RXN SMILES: [CH3:43][C:44]#[N:45].[Cl:8][c:9]1[cH:10][c:11]([CH:27]2[O:28][CH2:29][CH2:30][N:31]([C:33]([O:34][C:35]([CH3:36])([CH3:37])[CH3:38])=[O:39])[CH2:32]2)[cH:12][cH:13][c:14]1[NH:15][C:16](=[O:17])[NH:18][c:19]1[cH:20][c:21]([C:25]#[N:26])[cH:22][cH:23][cH:24]1.[Na+:41].[OH-:40].[OH2:42].[OH:1][C:2]([C:3]([F:4])([F:5])[F:6])=[O:7]>>[Cl:8][c:9]1[cH:10][c:11]([CH:27]2[O:28][CH2:29][CH2:30][NH:31][CH2:32]2)[cH:12][cH:13][c:14]1[NH:15][C:16](=[O:17])[NH:18][c:19]1[cH:20][c:21]([C:25]#[N:26])[cH:22][cH:23][cH:24]1. Reactants: CNC, [Cu]Br, Cc1onc(-c2ccccc2)c1COc1ccc(I)nn1. Yields the product Cc1onc(-c2ccccc2)c1COc1ccc(N(C)C)nn1. As a reaction SMILES: [CH3:22][NH:23][CH3:24].[Cu:25][Br:26].[I:1][c:2]1[n:3][n:4][c:5]([O:8][CH2:9][c:10]2[c:11](-[c:16]3[cH:17][cH:18][cH:19][cH:20][cH:21]3)[n:12][o:13][c:14]2[CH3:15])[cH:6][cH:7]1>>[c:2]1([N:23]([CH3:22])[CH3:24])[n:3][n:4][c:5]([O:8][CH2:9][c:10]2[c:11](-[c:16]3[cH:17][cH:18][cH:19][cH:20][cH:21]3)[n:12][o:13][c:14]2[CH3:15])[cH:6][cH:7]1. The reactants are C(C)(C)(C)OC(CC1CCN(C(C2=C1C=CC=C2)=O)CC(=O)O)=O ([5-(2-tert-Butoxy-2-oxoethyl)-1-oxo-1,3,4,5-tetrahydro-2H-2-benzazepin-2-yl]acetic acid), FC(C(=O)O)(F)F.N1C(=NC2=C1C=CC=C2)NCCCCN (N1-(1H-Benzimidazol-2-yl)butane-1,4-diamine(trifluoroacetate)). Yields the product N1C(=NC2=C1C=CC=C2)NCCCCNC(CN2C(C1=C(C(CC2)CC(=O)OC(C)(C)C)C=CC=C1)=O)=O (tert-Butyl [2-(2-{[4-(1H-benzimidazol-2-ylamino)butyl]amino}-2-oxoethyl)-1-oxo-2,3,4,5-tetrahydro-1H-2-benzazepin-5-yl]acetate). As a reaction SMILES: [C:1]([O:5][C:6](=[O:24])[CH2:7][CH:8]1[C:14]2[CH:15]=[CH:16][CH:17]=[CH:18][C:13]=2[C:12](=[O:19])[N:11]([CH2:20][C:21]([OH:23])=O)[CH2:10][CH2:9]1)([CH3:4])([CH3:3])[CH3:2].FC(F)(F)C(O)=O.[NH:32]1[C:36]2[CH:37]=[CH:38][CH:39]=[CH:40][C:35]=2[N:34]=[C:33]1[NH:41][CH2:42][CH2:43][CH2:44][CH2:45][NH2:46]>>[NH:32]1[C:36]2[CH:37]=[CH:38][CH:39]=[CH:40][C:35]=2[N:34]=[C:33]1[NH:41][CH2:42][CH2:43][CH2:44][CH2:45][NH:46][C:21](=[O:23])[CH2:20][N:11]1[CH2:10][CH2:9][CH:8]([CH2:7][C:6]([O:5][C:1]([CH3:4])([CH3:3])[CH3:2])=[O:24])[C:14]2[CH:15]=[CH:16][CH:17]=[CH:18][C:13]=2[C:12]1=[O:19] |f:1.2|. Reported procedure: Analogously to Example IX, compound 3 was reacted with 1.0 g (3.1 mmol) of compound 9 and the reaction product was purified by column chromatography (eluent: diethyl ether/MeOH/ammonia, 40/10/2.5), 0.78 g of white amorphous powder; ESI-MS [M+H+]: 520. The reactants are COC1=CC=C(C=C1)S(=O)(=O)NCC(C(=O)O)C1(C(N(CC1)CCC1=CC=CC=C1)=O)CC(C)C (α-[[[(4-methoxyphenyl)sulfonyl]amino]methyl]-3-(2-methylpropyl)-2-oxo-1-(2-phenylethyl)-3-pyrrolidineacetic acid), C1=CN(C=N1)C(=O)N2C=CN=C2 (CDI), CN1CCOCC1 (4-methylmorpholine), Cl.C(C1=CC=CC=C1)ON (O-benzylhydroxyamine HCl). Solvent: C(Cl)Cl (CH2Cl2). Conditions: time 65 hour. Yields the product C(C1=CC=CC=C1)ONC(C(C1(C(N(CC1)CCC1=CC=CC=C1)=O)CC(C)C)CNS(=O)(=O)C1=CC=C(C=C1)OC)=O (N-Benzyloxy-α-[[[(4-methoxyphenyl)sulfonyl]amino]methyl]-3-(2-methylpropyl)-2-oxo-1-(2-phenylethyl)-3-pyrrolidineacetamide). Isolated yield 108.4%. RXN SMILES: [CH3:1][O:2][C:3]1[CH:8]=[CH:7][C:6]([S:9]([NH:12][CH2:13][CH:14]([C:18]2([CH2:32][CH:33]([CH3:35])[CH3:34])[CH2:22][CH2:21][N:20]([CH2:23][CH2:24][C:25]3[CH:30]=[CH:29][CH:28]=[CH:27][CH:26]=3)[C:19]2=[O:31])[C:15]([OH:17])=O)(=[O:11])=[O:10])=[CH:5][CH:4]=1.C1N=CN(C(N2C=NC=C2)=O)C=1.CN1CCOCC1.Cl.[CH2:56]([O:63][NH2:64])[C:57]1[CH:62]=[CH:61][CH:60]=[CH:59][CH:58]=1>C(Cl)Cl>[CH2:56]([O:63][NH:64][C:15](=[O:17])[CH:14]([CH2:13][NH:12][S:9]([C:6]1[CH:5]=[CH:4][C:3]([O:2][CH3:1])=[CH:8][CH:7]=1)(=[O:11])=[O:10])[C:18]1([CH2:32][CH:33]([CH3:34])[CH3:35])[CH2:22][CH2:21][N:20]([CH2:23][CH2:24][C:25]2[CH:30]=[CH:29][CH:28]=[CH:27][CH:26]=2)[C:19]1=[O:31])[C:57]1[CH:62]=[CH:61][CH:60]=[CH:59][CH:58]=1 |f:3.4|. Reported procedure: A solution of α-[[[(4-methoxyphenyl)sulfonyl]amino]methyl]-3-(2-methylpropyl)-2-oxo-1-(2-phenylethyl)-3-pyrrolidineacetic acid (290 mg, 0.577 mmol) in dry CH2Cl2 (5 mL) is treated with CDI (112 mg, 0.692 mmol). Afar 1 h, 4-methylmorpholine (0.095 mL, 0.866 mmol) and O-benzylhydroxyamine HCl (138 mg, 0.866 mmol) are added. The solution is stirred at room temperature under N2 for 65 h. The solvent had evaporated, and the residual gel is diluted with EtOAc (25 mL). The solution is washed with 1N HC...